This data is from the Open Reaction Database (ORD), a public repository of structured organic reaction records. The task is: describe an organic reaction: reactants, conditions, products, and yield The reactants are COC1=NC(=NC(=C1)OC)OC1=C(C(=O)O)C(=CC=C1)OC1=NC(=CC(=N1)OC)OC (2,6-bis[(4,6-dimethoxypyrimidin-2-yl)oxy]benzoic acid), C(C)(C)N (isopropylamine), compound. Solvent: C1CCOC1 (THF). Reaction conditions: time 12 hour. Product: COC1=NC(=NC(=C1)OC)OC1=C(C(=O)[O-])C(=CC=C1)OC1=NC(=CC(=N1)OC)OC.C(C)(C)[NH3+] (isopropylammonium 2,6-bis[(4,6-dimethoxypyrimidin-2-yl)oxy]benzoate). RXN SMILES: [CH3:1][O:2][C:3]1[CH:8]=[C:7]([O:9][CH3:10])[N:6]=[C:5]([O:11][C:12]2[CH:20]=[CH:19][CH:18]=[C:17]([O:21][C:22]3[N:27]=[C:26]([O:28][CH3:29])[CH:25]=[C:24]([O:30][CH3:31])[N:23]=3)[C:13]=2[C:14]([OH:16])=[O:15])[N:4]=1.[CH:32]([NH2:35])([CH3:34])[CH3:33]>C1COCC1>[CH3:29][O:28][C:26]1[CH:25]=[C:24]([O:30][CH3:31])[N:23]=[C:22]([O:21][C:17]2[CH:18]=[CH:19][CH:20]=[C:12]([O:11][C:5]3[N:4]=[C:3]([O:2][CH3:1])[CH:8]=[C:7]([O:9][CH3:10])[N:6]=3)[C:13]=2[C:14]([O-:16])=[O:15])[N:27]=1.[CH:32]([NH3+:35])([CH3:34])[CH3:33] |f:3.4|. Procedure details: 2,6-bis[(4,6-dimethoxypyrimidin-2-yl)oxy]benzoic acid (2.0 g) and isopropylamine (1.0 g) were dissolved in 30 ml of THF, and the mixture was stirred at room temperature for 12 hours. The reaction solution was concentrated, and crystals thereby precipitated, were washed with hexane to obtain the above identified compound as white crystals (1.9 g). (Melting point: 99-102° C.) Reactants: CN(C)CC(=O)O, CCN=C=NCCCN(C)C, CCN(C(C)C)C(C)C, NC(=O)c1cccc2oc(-c3cccc(N)c3)nc12, CN(C)C=O, On1nnc2ccccc21. Product: CN(C)CC(=O)Nc1cccc(-c2nc3c(C(N)=O)cccc3o2)c1. Reaction SMILES: [CH3:30][N:31]([CH2:32][C:33](=[O:34])[OH:35])[CH3:36].[CH3:46][CH2:47][N:48]=[C:49]=[N:50][CH2:51][CH2:52][CH2:53][N:54]([CH3:55])[CH3:56].[CH:37]([N:38]([CH2:39][CH3:40])[CH:41]([CH3:42])[CH3:43])([CH3:44])[CH3:45].[NH2:1][c:2]1[cH:3][c:4](-[c:8]2[o:9][c:10]3[c:11]([n:12]2)[c:13]([C:17](=[O:18])[NH2:19])[cH:14][cH:15][cH:16]3)[cH:5][cH:6][cH:7]1.[O:57]=[CH:58][N:59]([CH3:60])[CH3:61].[OH:20][n:21]1[c:22]2[c:23]([cH:24][cH:25][cH:26][cH:27]2)[n:28][n:29]1>>[NH:1]([c:2]1[cH:3][c:4](-[c:8]2[o:9][c:10]3[c:11]([n:12]2)[c:13]([C:17](=[O:18])[NH2:19])[cH:14][cH:15][cH:16]3)[cH:5][cH:6][cH:7]1)[C:33]([CH2:32][N:31]([CH3:30])[CH3:36])=[O:34]. The reactants are CN (Methylamine), COC=1C=CC2=C(C=3C=C(COC3C=C2)C(=O)O)C1 (9-Methoxy-3H-benzo[f]chromene-2-carboxylic acid). The product is CNC(=O)C=1COC=2C=CC3=C(C2C1)C=C(C=C3)OC (N-Methyl-9-methoxy-3H-benzo[f]chromene-2-carboxamide). As a reaction SMILES: [CH3:1][NH2:2].[CH3:3][O:4][C:5]1[CH:6]=[CH:7][C:8]2[CH:17]=[CH:16][C:15]3[O:14][CH2:13][C:12]([C:18](O)=[O:19])=[CH:11][C:10]=3[C:9]=2[CH:21]=1>>[CH3:1][NH:2][C:18]([C:12]1[CH2:13][O:14][C:15]2[CH:16]=[CH:17][C:8]3[CH:7]=[CH:6][C:5]([O:4][CH3:3])=[CH:21][C:9]=3[C:10]=2[CH:11]=1)=[O:19]. Procedure: Methylamine, condensed with the compound obtained in Step A of Example 5, yields the title compound. The reactants are CN(C(=O)OC1=C(C=C(C=O)C=C1)OC)C (4-(dimethylaminocarbonyloxy)-3-(methoxy)benzaldehyde), COC=1C=C(C=CC1)N1CCNCC1 (1-(3-methoxyphenyl)piperazine), ClCCCl (1,2-dichloroethane), ice sodium carbonate. Run in 1,2-dichloromethane, C(C)(=O)O[BH-](OC(C)=O)OC(C)=O.[Na+] (sodium triacetoxyborohydride). Yields the product O.Cl.CN(C(=O)OC1=C(C=C(C=C1)CN1CCN(CC1)C1=CC(=CC=C1)OC)OC)C ([4-(Dimethylaminocarbonyloxy)-3-(methoxy)phenyl]methyl-4-(3-methoxyphenyl)piperazine Hydrochloride Hydrate). As a reaction SMILES: [CH3:1][N:2]([CH3:16])[C:3]([O:5][C:6]1[CH:13]=[CH:12][C:9]([CH:10]=O)=[CH:8][C:7]=1[O:14][CH3:15])=[O:4].[CH3:17][O:18][C:19]1[CH:20]=[C:21]([N:25]2[CH2:30][CH2:29][NH:28][CH2:27][CH2:26]2)[CH:22]=[CH:23][CH:24]=1.[Cl:31]CCCl>C(O[BH-](OC(=O)C)OC(=O)C)(=O)C.[Na+]>[OH2:4].[ClH:31].[CH3:1][N:2]([CH3:16])[C:3]([O:5][C:6]1[CH:13]=[CH:12][C:9]([CH2:10][N:28]2[CH2:27][CH2:26][N:25]([C:21]3[CH:22]=[CH:23][CH:24]=[C:19]([O:18][CH3:17])[CH:20]=3)[CH2:30][CH2:29]2)=[CH:8][C:7]=1[O:14][CH3:15])=[O:4] |f:3.4,5.6.7|. Procedure details: To a solution of 4-(dimethylaminocarbonyloxy)-3-(methoxy)benzaldehyde (0.5 g) in 1,2-dichloromethane (9 ml) was added 1-(3-methoxyphenyl)piperazine (0.48 g) in 1,2-dichloroethane (1 ml) and sodium triacetoxyborohydride (0.66 g), with stirring. The reaction mixture was stirred at ambient temperature for 16 hrs, poured into ice/sodium carbonate solution and extracted with ethyl acetate. The extracts were washed with water, saturated sodium chloride solution, dried over anhydrous sodium sulfate, fi... Reactants: C1CCOC1, [Li]CCCC, COCCBr, COC(=O)C1CCCC1, CC(C)NC(C)C, [Cl-], [NH4+]. The product is COCCC1(C(=O)OC)CCCC1. Reaction SMILES: [CH2:29]1[O:30][CH2:31][CH2:32][CH2:33]1.[CH2:8]([Li:9])[CH2:10][CH2:11][CH3:12].[CH3:22][O:23][CH2:24][CH2:25][Br:26].[CH:13]1([C:18](=[O:19])[O:20][CH3:21])[CH2:14][CH2:15][CH2:16][CH2:17]1.[CH:1]([NH:2][CH:3]([CH3:4])[CH3:5])([CH3:6])[CH3:7].[Cl-:27].[NH4+:28]>>[C:13]1([C:18](=[O:19])[O:20][CH3:21])([CH2:25][CH2:24][O:23][CH3:22])[CH2:14][CH2:15][CH2:16][CH2:17]1.